Dataset: the Open Reaction Database (ORD), a public repository of structured organic reaction records. Task: describe an organic reaction: reactants, conditions, products, and yield Starting materials: C1CCOC1, CCOC(C)=O, Cl, CC1(C)C2CCC1(CS(=O)(=O)O)C(=O)C2, COCOc1c(-c2cccc(C)c2)cc(C(=O)NCCCCCCCc2ccccc2)cc1-c1cccc(C)c1. The product is Cc1cccc(-c2cc(C(=O)NCCCCCCCc3ccccc3)cc(-c3cccc(C)c3)c2O)c1. Reaction SMILES: [CH2:57]1[O:58][CH2:59][CH2:60][CH2:61]1.[CH3:62][CH2:63][O:64][C:65]([CH3:66])=[O:67].[ClH:41].[O:42]=[S:43](=[O:44])([OH:45])[CH2:46][C:47]12[CH2:48][CH2:49][CH:50]([C:51]1([CH3:52])[CH3:53])[CH2:54][C:55]2=[O:56].[c:1]1([CH2:7][CH2:8][CH2:9][CH2:10][CH2:11][CH2:12][CH2:13][NH:14][C:15]([c:16]2[cH:17][c:18](-[c:33]3[cH:34][c:35]([CH3:39])[cH:36][cH:37][cH:38]3)[c:19]([O:29][CH2:30][O:31][CH3:32])[c:20](-[c:22]3[cH:23][c:24]([CH3:28])[cH:25][cH:26][cH:27]3)[cH:21]2)=[O:40])[cH:2][cH:3][cH:4][cH:5][cH:6]1>>[c:1]1([CH2:7][CH2:8][CH2:9][CH2:10][CH2:11][CH2:12][CH2:13][NH:14][C:15]([c:16]2[cH:17][c:18](-[c:33]3[cH:34][c:35]([CH3:39])[cH:36][cH:37][cH:38]3)[c:19]([OH:29])[c:20](-[c:22]3[cH:23][c:24]([CH3:28])[cH:25][cH:26][cH:27]3)[cH:21]2)=[O:40])[cH:2][cH:3][cH:4][cH:5][cH:6]1.